From a dataset of the Open Reaction Database (ORD), a public repository of structured organic reaction records. describe an organic reaction: reactants, conditions, products, and yield Starting materials: C1COCCO1, CC(c1ccccc1)N1CCC(C)(NC(=O)OC(C)(C)C)C1, [OH-], [OH-], [Pd+2]. Product: CC1(NC(=O)OC(C)(C)C)CCNC1. As a reaction SMILES: [CH2:23]1[O:24][CH2:25][CH2:26][O:27][CH2:28]1.[CH3:1][C:2]1([NH:15][C:16]([O:17][C:18]([CH3:19])([CH3:20])[CH3:21])=[O:22])[CH2:3][N:4]([CH:7]([c:8]2[cH:9][cH:10][cH:11][cH:12][cH:13]2)[CH3:14])[CH2:5][CH2:6]1.[OH-:29].[OH-:31].[Pd+2:30]>>[CH3:1][C:2]1([NH:15][C:16]([O:17][C:18]([CH3:19])([CH3:20])[CH3:21])=[O:22])[CH2:3][NH:4][CH2:5][CH2:6]1. Reactants: BrC=1C(=C(C(=O)NC2=CC=C(C=C2)OC(F)(F)F)C=CC1)F (3-bromo-2-fluoro-N-(4-(trifluoromethoxy)phenyl)benzamide), N1=CN=CC(=C1)B(O)O (pyrimidin-5-ylboronic acid). Product: FC1=C(C(=O)NC2=CC=C(C=C2)OC(F)(F)F)C=CC=C1C=1C=NC=NC1 (2-Fluoro-3-(pyrimidin-5-yl)-N-(4-(trifluoromethoxy)phenyl)benzamide). As a reaction SMILES: Br[C:2]1[C:3]([F:22])=[C:4]([CH:19]=[CH:20][CH:21]=1)[C:5]([NH:7][C:8]1[CH:13]=[CH:12][C:11]([O:14][C:15]([F:18])([F:17])[F:16])=[CH:10][CH:9]=1)=[O:6].[N:23]1[CH:28]=[C:27](B(O)O)[CH:26]=[N:25][CH:24]=1>>[F:22][C:3]1[C:2]([C:27]2[CH:28]=[N:23][CH:24]=[N:25][CH:26]=2)=[CH:21][CH:20]=[CH:19][C:4]=1[C:5]([NH:7][C:8]1[CH:13]=[CH:12][C:11]([O:14][C:15]([F:18])([F:17])[F:16])=[CH:10][CH:9]=1)=[O:6]. Procedure details: The title compound was prepared in an analogous fashion to that described in Example 57 using 3-bromo-2-fluoro-N-(4-(trifluoromethoxy)phenyl)benzamide (Stage 60.1) and pyrimidin-5-ylboronic acid to afford the title compound as a white powder. UPLC-MS (Condition 2) tR=1.04 min, m/z=378.2 [M+H]+; 1H-NMR (400 MHz, DMSO-d6) δ ppm 7.39 (d, J=8.99 Hz, 2H) 7.51 (t, J=7.62 Hz, 1H) 7.74-7.91 (m, 4H) 9.09 (s, 2H) 9.27 (d, J=1.17 Hz, 1H) 10.72 (s, 1H). The reactants are C(C1=CC=CC=C1)N1C(=CC2=CC=C(C=C12)OC)C(C)(C)O (2-(1-benzyl-6-methoxy-1H-indol-2-yl)propan-2-ol), C(C1=CC=CC=C1)N1C(=CC2=CC=C(C=C12)OC)C(C)(C)O (2-(1-benzyl-6-methoxy-1H-indol-2-yl)propan-2-ol), Cl.CCOCC (HCl Et2O). The reagents and catalysts are [Pd] (Pd—C). The solvent is CCOC(=O)C (EtOAc), CCO (EtOH). Reaction conditions: time 1 hour. Product: C(C1=CC=CC=C1)N1C(=CC2=CC=C(C=C12)OC)C(C)C (1-Benzyl-2-isopropyl-6-methoxy-1H-indole). RXN SMILES: [CH2:1]([N:8]1[C:16]2[C:11](=[CH:12][CH:13]=[C:14]([O:17][CH3:18])[CH:15]=2)[CH:10]=[C:9]1[C:19](O)([CH3:21])[CH3:20])[C:2]1[CH:7]=[CH:6][CH:5]=[CH:4][CH:3]=1.Cl.CCOCC>CCOC(C)=O.CCO.[Pd]>[CH2:1]([N:8]1[C:16]2[C:11](=[CH:12][CH:13]=[C:14]([O:17][CH3:18])[CH:15]=2)[CH:10]=[C:9]1[CH:19]([CH3:21])[CH3:20])[C:2]1[CH:3]=[CH:4][CH:5]=[CH:6][CH:7]=1 |f:1.2|. Reported procedure: To a solution of 2-(1-benzyl-6-methoxy-1H-indol-2-yl)propan-2-ol (Compound 3, 1.05 g, 3.57 mmol) in EtOAc (35 ml) and EtOH (15 ml) was added 10% Pd—C (190 mg, 0.18 mmol) and HCl-Et2O (1.0 M, 1.25 ml, 1.25 mmol). The mixture was stirred under hydrogen gas (atmospheric pressure) for 1 h and was filtered. To the filtrate was added NaHCO3 (0.5 g) and H2O (0.5 ml), followed by Na2SO4 and MgSO4. This was then filtered and concentrated in vacuo to yield the crude title compound as a yellow solid. Starting materials: C(C)(C)(C)P(C1=C(C=CC=C1)C1=CC=CC=C1)C(C)(C)C (2-(di-tert-butylphosphino)biphenyl), BrC1=C(C=CC=C1)C (2-bromotoluene), ClC1=C(C=CC=C1)C (2-chlorotoluene), [NH2-].[Li+] (lithium amide), CC(C)([O-])C.[Na+] (sodium t-butoxide). Reagents/catalysts: C=1C=CC(=CC1)/C=C/C(=O)/C=C/C2=CC=CC=C2.C=1C=CC(=CC1)/C=C/C(=O)/C=C/C2=CC=CC=C2.C=1C=CC(=CC1)/C=C/C(=O)/C=C/C2=CC=CC=C2.[Pd].[Pd] (Pd2(dba)3), C=1C=CC(=CC1)/C=C/C(=O)/C=C/C2=CC=CC=C2.C=1C=CC(=CC1)/C=C/C(=O)/C=C/C2=CC=CC=C2.[Pd] (Pd(dba)2). The solvent is C1(=CC=CC=C1)C (toluene), C(C)OCC (diethyl ether). Yields the product C1(=C(C=CC=C1)NC1=C(C=CC=C1)C)C (Di-ortho-tolylamine). Yield: 72.0%. RXN SMILES: C(P(C(C)(C)C)C1C=CC=C[C:7]=1[C:12]1[CH:17]=[CH:16][CH:15]=[CH:14][CH:13]=1)(C)(C)C.Br[C:23]1[CH:28]=[CH:27][CH:26]=[CH:25][C:24]=1[CH3:29].ClC1C=CC=CC=1C.[NH2-:38].[Li+].CC(C)([O-])C.[Na+]>C(OCC)C.C1C=CC(/C=C/C(/C=C/C2C=CC=CC=2)=O)=CC=1.C1C=CC(/C=C/C(/C=C/C2C=CC=CC=2)=O)=CC=1.C1C=CC(/C=C/C(/C=C/C2C=CC=CC=2)=O)=CC=1.[Pd].[Pd].C1C=CC(/C=C/C(/C=C/C2C=CC=CC=2)=O)=CC=1.C1C=CC(/C=C/C(/C=C/C2C=CC=CC=2)=O)=CC=1.[Pd].C1(C)C=CC=CC=1>[C:12]1([CH3:7])[CH:13]=[CH:14][CH:15]=[CH:16][C:17]=1[NH:38][C:23]1[CH:28]=[CH:27][CH:26]=[CH:25][C:24]=1[CH3:29] |f:3.4,5.6,8.9.10.11.12,13.14.15|. Reported procedure: A round-bottom flask was heated, and then allow to cool to room temperature under argon. To the flask were added Pd2(dba)3 (1.39 g, 1.52 mmol, 1.0 mol %) or Pd(dba)2 (1.38 g, 2.4 mmol, 1.4 mol %), 2-(di-tert-butylphosphino)biphenyl (1.09 g, 3.65 mmol, 2.4 mol %), 2-bromotoluene (12, 40 mL, 332.1 mmol) or 2-chlorotoluene (39 mL, 332.1 mmol), lithium amide (3.47 g, 151.1 mmol, 45 mol %), sodium t-butoxide 29.5 g, 297.7 mmol, 90 mol %), then toluene (150 mL). The reaction mixture was heated at 80° ... The reactants are C(C)C1=C(C(=C(C(=O)O)C=C1)C)Br (Ethyl 3-bromo-2-methylbenzoic acid), Cl (HCl), C(C)C1=C(C(=C(C(=O)O)C=C1)C)Br (ethyl 3-bromo-2-methylbenzoic acid), CO (Methanol). Run in O1CCCC1 (tetrahydrofuran). Yields the product BrC=1C(=C(C=CC1)CO)C ((3-bromo-2-methylphenyl)methanol). Isolated yield 90.0%. As a reaction SMILES: C([C:3]1[CH:11]=[CH:10][C:6]([C:7](O)=[O:8])=[C:5]([CH3:12])[C:4]=1[Br:13])C.CO.Cl>O1CCCC1>[Br:13][C:4]1[C:5]([CH3:12])=[C:6]([CH2:7][OH:8])[CH:10]=[CH:11][CH:3]=1. Procedure details: Ethyl 3-bromo-2-methylbenzoic acid was reduced as follows: Add 5 equivalents of borane tetrahydrofuran complex, via syringe, to 10 mmol ethyl 3-bromo-2-methylbenzoic acid in tetrahydrofuran (5 mL). The mixture was refluxed for two hours, then cooled in an ice bath. Methanol (10 mL) was added dropwise, followed by 1 N HCl (50 mL). The solvent was removed and the mixture partitioned between ethyl acetate and water. The yield was 90%. 1H NMR (Varian 300 MHz, CDCl3, shifts relative to the solvent pe... The reactants are ClC1=NN2C(C(=CC=C2)NC2=C(C=CC=C2)S(=O)(=O)C)=N1 ((2-chloro-[1,2,4]triazolo[1,5-a]pyridin-8-yl)-(2-methanesulfonyl-phenyl)-amine), CN1CCN(CC1)C1=CC=C(C=C1)N (4-(4-methyl-piperazin-1-yl)-phenylamine), C1(CCCCC1)P(C1=C(C=CC=C1)C1=C(C=CC=C1)P(C1CCCCC1)C1CCCCC1)C1CCCCC1 (2,2′-bis-dicyclohexylphosphanyl-biphenyl). Product: CS(=O)(=O)C1=C(C=CC=C1)NC=1C=2N(C=CC1)N=C(N2)NC2=CC=C(C=C2)N2CCN(CC2)C (N(8)-(2-Methanesulfonyl-phenyl)-N(2)-[4-(4-methyl-piperazin-1-yl)-phenyl]-[1,2,4]triazolo[1,5-a]pyridine-2,8-diamine), foam. Isolated yield 44.0%. As a reaction SMILES: Cl[C:2]1[N:21]=[C:5]2[C:6]([NH:10][C:11]3[CH:16]=[CH:15][CH:14]=[CH:13][C:12]=3[S:17]([CH3:20])(=[O:19])=[O:18])=[CH:7][CH:8]=[CH:9][N:4]2[N:3]=1.[CH3:22][N:23]1[CH2:28][CH2:27][N:26]([C:29]2[CH:34]=[CH:33][C:32]([NH2:35])=[CH:31][CH:30]=2)[CH2:25][CH2:24]1.C1(P(C2CCCCC2)C2C=CC=CC=2C2C=CC=CC=2P(C2CCCCC2)C2CCCCC2)CCCCC1>>[CH3:20][S:17]([C:12]1[CH:13]=[CH:14][CH:15]=[CH:16][C:11]=1[NH:10][C:6]1[C:5]2[N:4]([N:3]=[C:2]([NH:35][C:32]3[CH:31]=[CH:30][C:29]([N:26]4[CH2:25][CH2:24][N:23]([CH3:22])[CH2:28][CH2:27]4)=[CH:34][CH:33]=3)[N:21]=2)[CH:9]=[CH:8][CH:7]=1)(=[O:19])=[O:18]. Procedure details: N(8)-(2-Methanesulfonyl-phenyl)-N(2)-[4-(4-methyl-piperazin-1-yl)-phenyl]-[1,2,4]triazolo[1,5-a]pyridine-2,8-diamine was prepared from (2-chloro-[1,2,4]triazolo[1,5-a]pyridin-8-yl)-(2-methanesulfonyl-phenyl)-amine (57.0 mg, 0.176 mmol) and 4-(4-methyl-piperazin-1-yl)-phenylamine (37.0 mg, 0.193 mmol) with 2,2′-bis-dicyclohexylphosphanyl-biphenyl (20.0 mg, 0.0366 mmol) as the ligand in a manner analogous to Step 2d and was isolated as a tan foam (0.037 g, 44%). 1H NMR (400 MHz, CDCl3, δ, ppm): 8.... The reactants are FC1=C(C=CC(=C1)F)C1(OC1)[C@@H](C)OC1OCCCC1 (2-(2,4-Difluorophenyl)-2-[(1R)-1-(3,4,5,6-tetrahydro-2H-pyran-2-yl)oxyethyl]oxirane), [NH+]1=CC=CC=C1 (pyridinium). Run in C(C)O (ethanol). Run at temperature 55 celsius, time 1 hour. The product is FC1=C(C=CC(=C1)F)C1(OC1)[C@@H](C)O ((1R)-1-[2-(2,4-difluorophenyl)-2-oxiranyl]ethanol). The yield is 54.6%. RXN SMILES: [F:1][C:2]1[CH:7]=[C:6]([F:8])[CH:5]=[CH:4][C:3]=1[C:9]1([C@H:12]([O:14]C2CCCCO2)[CH3:13])[CH2:11][O:10]1.[NH+]1C=CC=CC=1>C(O)C>[F:1][C:2]1[CH:7]=[C:6]([F:8])[CH:5]=[CH:4][C:3]=1[C:9]1([C@H:12]([OH:14])[CH3:13])[CH2:11][O:10]1. Reported procedure: 2-(2,4-Difluorophenyl)-2-[(1R)-1-(3,4,5,6-tetrahydro-2H-pyran-2-yl)oxyethyl]oxirane (82 g) (sythesized by a method disclosed in the Japanese Laid-Open Publication Hei-04/74168) and 6.3 g of pyridinium p-toluenesulfonte were dissolved in 600 ml of ethanol and the solution was stirred at 55° C. for one hour. The reaction solution was concentrated under reduced pressure. The residue was dissolved in one liter of ethyl acetate and the resulting solution was washed with water (2×200 ml). The aqueous ...